Dataset: the Open Reaction Database (ORD), a public repository of structured organic reaction records. Task: describe an organic reaction: reactants, conditions, products, and yield The reactants are ClCCCCC1=CC=CC=C1 ((4-chlorobutyl)benzene), C(CCCCCC)N1C=NC=C1 (1-heptyl-1H-imidazole). Run in CO (methanol). Product: [Cl-].C(CCCCCC)[N+]1=CN(C=C1)CCCCC1=CC=CC=C1 (1-heptyl-3-(4-phenylbutyl)imidazolium chloride). Reaction SMILES: [Cl:1][CH2:2][CH2:3][CH2:4][CH2:5][C:6]1[CH:11]=[CH:10][CH:9]=[CH:8][CH:7]=1.[CH2:12]([N:19]1[CH:23]=[CH:22][N:21]=[CH:20]1)[CH2:13][CH2:14][CH2:15][CH2:16][CH2:17][CH3:18]>CO>[Cl-:1].[CH2:12]([N+:19]1[CH:23]=[CH:22][N:21]([CH2:2][CH2:3][CH2:4][CH2:5][C:6]2[CH:11]=[CH:10][CH:9]=[CH:8][CH:7]=2)[CH:20]=1)[CH2:13][CH2:14][CH2:15][CH2:16][CH2:17][CH3:18] |f:3.4|. Reported procedure: Combine 5.35 g (0.32 mole) of (4-chlorobutyl)benzene and 5.27 g (0.32 mole) 1-heptyl-1H-imidazole, stir the mixture at approximately 145° C. for about 30 hours. Follow the progress of the reaction by thin-layer chromatography on silica gel (acetonitrile: ammonium hydroxide 9:1). At the completion of the reaction, dissolve the resulting cooled oil in methanol and evaporate the solvent. Dissolve this product in 125 ml H2O and extract the solution with 5×100 ml hexane. Then extract the aqueous with... Reaction SMILES: [CH3:21][C:22]([CH3:23])([O-:24])[CH3:25].[CH3:34][c:35]1[cH:36][cH:37][cH:38][cH:39][cH:40]1.[NH:1]1[CH2:2][CH2:3][C:4](=[N:7][O:8][CH:9]2[CH2:10][CH2:11][N:12]([C:15](=[O:16])[O:17][CH:18]([CH3:19])[CH3:20])[CH2:13][CH2:14]2)[CH2:5][CH2:6]1.[Na+:26].[c:27]1([Br:33])[cH:28][cH:29][cH:30][cH:31][cH:32]1>>[N:1]1([c:27]2[cH:28][cH:29][cH:30][cH:31][cH:32]2)[CH2:2][CH2:3][C:4](=[N:7][O:8][CH:9]2[CH2:10][CH2:11][N:12]([C:15](=[O:16])[O:17][CH:18]([CH3:19])[CH3:20])[CH2:13][CH2:14]2)[CH2:5][CH2:6]1. Yields the product CC(C)OC(=O)N1CCC(ON=C2CCN(c3ccccc3)CC2)CC1. Starting materials: CC(C)(C)[O-], Cc1ccccc1, CC(C)OC(=O)N1CCC(ON=C2CCNCC2)CC1, [Na+], Brc1ccccc1. Reactants: ClC1=NC(=NC(=C1)C=1C=NC=CC1)C1=NC=CC=C1 (4-chloro-6-pyridin-3-yl-2-pyridin-2-yl-pyrimidine), CC1=CC=CC(=N1)C(=N)N (6-methyl-pyridine-2-carboxamidine), CC1=CC=CC(=N1)C(=N)N (6-methyl-pyridine-2-carboxamidine). Product: ClC1=NC(=NC(=C1)C=1C=NC=CC1)C1=NC(=CC=C1)C (4-Chloro-2-(6-methyl-pyridin-2-yl)-6-pyridin-3-yl-pyrimidine). RXN SMILES: [Cl:1][C:2]1[CH:7]=[C:6]([C:8]2[CH:9]=[N:10][CH:11]=[CH:12][CH:13]=2)[N:5]=[C:4]([C:14]2[CH:19]=[CH:18][CH:17]=[CH:16][N:15]=2)[N:3]=1.[CH3:20]C1N=C(C(N)=N)C=CC=1>>[Cl:1][C:2]1[CH:7]=[C:6]([C:8]2[CH:9]=[N:10][CH:11]=[CH:12][CH:13]=2)[N:5]=[C:4]([C:14]2[CH:19]=[CH:18][CH:17]=[C:16]([CH3:20])[N:15]=2)[N:3]=1. Procedure: This compound is prepared analogously to Intermediate A by replacing pyridine-2-carboxamide (step 1) with 6-methyl-pyridine-2-carboxamidine (Intermediate B); [M+H]+=283. Reactants: CI, O=C(Nc1ccc(-n2nc(C(F)(F)F)c3c2CCCC3)cc1)N1CCCC1, [H-], [Na+], CN(C)C=O. Product: CN(C(=O)N1CCCC1)c1ccc(-n2nc(C(F)(F)F)c3c2CCCC3)cc1. As a reaction SMILES: [CH3:30][I:31].[F:3][C:4]([c:5]1[n:6][n:7](-[c:14]2[cH:15][cH:16][c:17]([NH:20][C:21](=[O:22])[N:23]3[CH2:24][CH2:25][CH2:26][CH2:27]3)[cH:18][cH:19]2)[c:8]2[c:13]1[CH2:12][CH2:11][CH2:10][CH2:9]2)([F:28])[F:29].[H-:2].[Na+:1].[O:32]=[CH:33][N:34]([CH3:35])[CH3:36]>>[F:3][C:4]([c:5]1[n:6][n:7](-[c:14]2[cH:15][cH:16][c:17]([N:20]([C:21](=[O:22])[N:23]3[CH2:24][CH2:25][CH2:26][CH2:27]3)[CH3:30])[cH:18][cH:19]2)[c:8]2[c:13]1[CH2:12][CH2:11][CH2:10][CH2:9]2)([F:28])[F:29]. The reactants are C(=O)C=1C(=C(C(=NC1)C)OCC1=CC=C(C#N)C=C1)C (4-(5-Formyl-2,4-dimethyl-pyridin-3-yloxymethyl)-benzonitrile), NC1=CC=C(C#N)C=C1 (4-aminobenzonitrile). The product is C(#N)C1=CC=C(COC=2C(=C(C=NC2C)CNC2=CC=C(C#N)C=C2)C)C=C1 (4-{[5-(4-Cyano-benzyloxy)-4,6-dimethyl-pyridin-3-ylmethyl]-amino}-benzonitrile). Yield: 82.1%. Reaction SMILES: [CH:1]([C:3]1[C:4]([CH3:20])=[C:5]([O:10][CH2:11][C:12]2[CH:19]=[CH:18][C:15]([C:16]#[N:17])=[CH:14][CH:13]=2)[C:6]([CH3:9])=[N:7][CH:8]=1)=O.[NH2:21][C:22]1[CH:29]=[CH:28][C:25]([C:26]#[N:27])=[CH:24][CH:23]=1>>[C:16]([C:15]1[CH:18]=[CH:19][C:12]([CH2:11][O:10][C:5]2[C:4]([CH3:20])=[C:3]([CH2:1][NH:21][C:22]3[CH:29]=[CH:28][C:25]([C:26]#[N:27])=[CH:24][CH:23]=3)[CH:8]=[N:7][C:6]=2[CH3:9])=[CH:13][CH:14]=1)#[N:17]. Reported procedure: The reductive amination of 4-(5-formyl-2,4-dimethyl-pyridin-3-yloxymethyl)-benzonitrile (23) (2.3 g, 8.6 mmol) and 4-aminobenzonitrile (4.4 g, 37.2 mmol), as described in Example 21, gave 4-{[5-(4-cyano-benzyloxy)-4,6-dimethyl-pyridin-3-ylmethyl]-amino}-benzonitrile (30) (2.6 g, 82% yield) as a colorless solid. The reactants are BrC1=NC(=CC=C1OC)C (2-bromo-3-methoxy-6-methylpyridine), ClC=1C=C(C=CC1)B(O)O (3-chlorophenylboronic acid), C1=CC=C(C=C1)P(C2=CC=CC=C2)C3=CC=CC=C3 (PPh3), C(=O)([O-])[O-].[K+].[K+] (K2CO3). The reagents and catalysts are CC(=O)[O-].CC(=O)[O-].[Pd+2] (Pd(OAc)2). Solvent: C(C)O.O (EtOH—H2O), O1CCOCC1 (dioxane). Reaction conditions: temperature 180 celsius. The product is ClC=1C=C(C=CC1)C1=NC(=CC=C1OC)C (2-(3-chloro-phenyl)-3-methoxy-6-methyl-pyridine). Reaction SMILES: Br[C:2]1[C:7]([O:8][CH3:9])=[CH:6][CH:5]=[C:4]([CH3:10])[N:3]=1.[Cl:11][C:12]1[CH:13]=[C:14](B(O)O)[CH:15]=[CH:16][CH:17]=1.C1C=CC(P(C2C=CC=CC=2)C2C=CC=CC=2)=CC=1.C([O-])([O-])=O.[K+].[K+]>CC([O-])=O.CC([O-])=O.[Pd+2].C(O)C.O.O1CCOCC1>[Cl:11][C:12]1[CH:17]=[C:16]([C:2]2[C:7]([O:8][CH3:9])=[CH:6][CH:5]=[C:4]([CH3:10])[N:3]=2)[CH:15]=[CH:14][CH:13]=1 |f:3.4.5,6.7.8,9.10|. Reported procedure: To 2-bromo-3-methoxy-6-methylpyridine (0.2 g, 1.0 mmol), 3-chlorophenylboronic acid (1) (0.19 g, 1.2 mmol), PPh3 (0.13 g, 0.5 mmol), K2CO3 (0.06 g, 0.4 mmol) and Pd(OAc)2 (0.03 g, 0.12 mmol) was added dioxane (3 mL), and EtOH—H2O (1:1, 1.5 mL). Ar gas was bubbled through the stirred reaction for 5 min. The reaction was stirred at 180° C. for 15 m using microwave oven (Biotage Intiator II). The reaction was cooled to room temperature, concentrated, and H2O and dichloromethane (40 mL each) were ad... Reactants: C1=CC=C(C=C1)C(CO)N ((R)-phenylglycinol), C1(=CC=C(C=C1)S(=O)(=O)[O-])C.[NH+]1=CC=CC=C1 (pyridinium para-toluenesulfonate), FC(C(C)=O)(F)F (trifluoroacetone). The solvent is C1(=CC=CC=C1)C (toluene). Run at temperature 110 celsius. The product is C[C@@]1(OCC(N1)C1=CC=CC=C1)C(F)(F)F ((R)-2-methyl-4-phenyl-2-trifluoromethyloxazolidine). The yield is 84.3%. RXN SMILES: [CH:1]1[CH:6]=[CH:5][C:4]([CH:7]([NH2:10])[CH2:8][OH:9])=[CH:3][CH:2]=1.C1(C)C=CC(S([O-])(=O)=O)=CC=1.[NH+]1C=CC=CC=1.[F:28][C:29]([F:34])([F:33])[C:30](=O)[CH3:31]>C1(C)C=CC=CC=1>[CH3:31][C@@:30]1([C:29]([F:34])([F:33])[F:28])[NH:10][CH:7]([C:4]2[CH:5]=[CH:6][CH:1]=[CH:2][CH:3]=2)[CH2:8][O:9]1 |f:1.2|. Procedure: 25 g (180 mmol) of (R)-phenylglycinol and then 4 g (16 mmol) of pyridinium para-toluenesulfonate are added to a solution of 25.8 g (230 mmol) of trifluoroacetone in 200 mL of toluene in a three-necked flask on which is mounted Dean-Stark apparatus. The mixture obtained is then heated at 110° C. for 5 hours. After cooling, the reaction mixture is concentrated under reduced pressure. The residue obtained is purified by filtration on silica (eluent: dichloromethane) to give 35.10 g of (R)-2-methyl-...